From a dataset of the Open Reaction Database (ORD), a public repository of structured organic reaction records. describe an organic reaction: reactants, conditions, products, and yield The reactants are NC1=CC=C2C=NNC2=C1 (6-aminoindazole), C[Si](C)(C)Cl (TMSCl), ClC=1N=C(C2=C(N1)N(C=C2C=2C=NC=CC2)S(=O)(=O)C2=CC=C(C)C=C2)NC (2-chloro-N-methyl-5-(pyridin-3-yl)-7-tosyl-7H-pyrrolo[2,3-d]pyrimidin-4-amine). The solvent is C(CCC)O (nBuOH). Conditions: temperature 115 celsius. Yields the product N1N=CC2=CC=C(C=C12)NC=1N=C(C2=C(N1)NC=C2C=2C=NC=CC2)NC (N2-(1H-indazol-6-yl)-N4-methyl-5-(pyridin-3-yl)-7H-pyrrolo[2,3-d]pyrimidine-2,4-diamine). Isolated yield 46.3%. As a reaction SMILES: Cl[C:2]1[N:3]=[C:4]([NH:27][CH3:28])[C:5]2[C:10]([C:11]3[CH:12]=[N:13][CH:14]=[CH:15][CH:16]=3)=[CH:9][N:8](S(C3C=CC(C)=CC=3)(=O)=O)[C:6]=2[N:7]=1.[NH2:29][C:30]1[CH:38]=[C:37]2[C:33]([CH:34]=[N:35][NH:36]2)=[CH:32][CH:31]=1.C[Si](Cl)(C)C>C(O)CCC>[NH:36]1[C:37]2[C:33](=[CH:32][CH:31]=[C:30]([NH:29][C:2]3[N:3]=[C:4]([NH:27][CH3:28])[C:5]4[C:10]([C:11]5[CH:12]=[N:13][CH:14]=[CH:15][CH:16]=5)=[CH:9][NH:8][C:6]=4[N:7]=3)[CH:38]=2)[CH:34]=[N:35]1. Procedure: To a mixture of 2-chloro-N-methyl-5-(pyridin-3-yl)-7-tosyl-7H-pyrrolo[2,3-d]pyrimidin-4-amine (0.075 g, 0.182 mmol) in nBuOH (1 mL) was added 6-aminoindazole (0.048 g, 0.36 mmol) and TMSCl (0.06 mL, 0.46 mmol). After heating at 115° C. for 72 h, the mixture was purified by preparative HPLC to give N2-(1H-indazol-6-yl)-N4-methyl-5-(pyridin-3-yl)-7H-pyrrolo[2,3-d]pyrimidine-2,4-diamine (0.03 g), MS (MH 357.2), λ=203.9, 246.3, 305.6. Reactants: C(=O)(O)C12CCC(CC1)(CC2)NCC(=O)N2[C@@H](C[C@@H](C2)F)C#N ((2S,4S)-1-[[N-(4-carboxybicyclo[2.2.2]oct-1-yl)amino]acetyl]-4-fluoropyrrolidine-2-carbonitrile), NC1=C(C=C(C=C1)Cl)C (2-amino-5-chlorotoluene). Yields the product ClC1=CC(=C(C=C1)NC(=O)C12CCC(CC1)(CC2)NCC(=O)N2[C@@H](C[C@@H](C2)F)C#N)C ((2S,4S)-1-[[N-[4-[N-(4-chloro-2-methylphenyl)amino]carbonylbicyclo[2.2.2]oct-1-yl]amino]acetyl]-4-fluoropyrrolidine-2-carbonitrile). Yield: 24.3%. As a reaction SMILES: [C:1]([C:4]12[CH2:11][CH2:10][C:7]([NH:12][CH2:13][C:14]([N:16]3[CH2:20][C@@H:19]([F:21])[CH2:18][C@H:17]3[C:22]#[N:23])=[O:15])([CH2:8][CH2:9]1)[CH2:6][CH2:5]2)([OH:3])=O.[NH2:24][C:25]1[CH:30]=[CH:29][C:28]([Cl:31])=[CH:27][C:26]=1[CH3:32]>>[Cl:31][C:28]1[CH:29]=[CH:30][C:25]([NH:24][C:1]([C:4]23[CH2:5][CH2:6][C:7]([NH:12][CH2:13][C:14]([N:16]4[CH2:20][C@@H:19]([F:21])[CH2:18][C@H:17]4[C:22]#[N:23])=[O:15])([CH2:8][CH2:9]2)[CH2:10][CH2:11]3)=[O:3])=[C:26]([CH3:32])[CH:27]=1. Reported procedure: In a similar manner to Example 63, (2S,4S)-1-[[N-(4-carboxybicyclo[2.2.2]oct-1-yl)amino]acetyl]-4-fluoropyrrolidine-2-carbonitrile (50.0 mg) and 2-amino-5-chlorotoluene (48.2 mg) were used to obtain (2S,4S)-1-[[N-[4-[N-(4-chloro-2-methylphenyl)amino]carbonylbicyclo[2.2.2]oct-1-yl]amino]acetyl]-4-fluoropyrrolidine-2-carbonitrile (16.8 mg).